From a dataset of the Open Reaction Database (ORD), a public repository of structured organic reaction records. describe an organic reaction: reactants, conditions, products, and yield Starting materials: COC(=O)c1cncc(NC(=O)COc2ccc(C34CC5CC(CC(C5)C3)C4)cc2)c1, [I-], [Li+], c1ccncc1. Yields the product O=C(COc1ccc(C23CC4CC(CC(C4)C2)C3)cc1)Nc1cncc(C(=O)O)c1. Reaction SMILES: [CH3:1][O:2][C:3]([c:4]1[cH:5][n:6][cH:7][c:8]([NH:10][C:11]([CH2:12][O:13][c:14]2[cH:15][cH:16][c:17]([C:20]34[CH2:21][CH:22]5[CH2:23][CH:24]([CH2:25][CH:26]([CH2:27]3)[CH2:28]5)[CH2:29]4)[cH:18][cH:19]2)=[O:30])[cH:9]1)=[O:31].[I-:32].[Li+:33].[cH:34]1[cH:35][cH:36][n:37][cH:38][cH:39]1>>[O:2]=[C:3]([c:4]1[cH:5][n:6][cH:7][c:8]([NH:10][C:11]([CH2:12][O:13][c:14]2[cH:15][cH:16][c:17]([C:20]34[CH2:21][CH:22]5[CH2:23][CH:24]([CH2:25][CH:26]([CH2:27]3)[CH2:28]5)[CH2:29]4)[cH:18][cH:19]2)=[O:30])[cH:9]1)[OH:31]. Starting materials: CCN(C(C)C)C(C)C, OCC1OC(n2cnc3c(Cl)ncnc32)C(O)C1O, CN(C)C=O, ClC(c1ccccc1)(c1ccccc1)c1ccccc1. The product is OC1C(COC(c2ccccc2)(c2ccccc2)c2ccccc2)OC(n2cnc3c(Cl)ncnc32)C1O. Reaction SMILES: [CH:40]([N:41]([CH2:42][CH3:43])[CH:44]([CH3:45])[CH3:46])([CH3:47])[CH3:48].[Cl:1][c:2]1[c:3]2[n:4][cH:5][n:6]([CH:11]3[CH:12]([OH:13])[CH:14]([OH:15])[CH:16]([CH2:18][OH:19])[O:17]3)[c:7]2[n:8][cH:9][n:10]1.[O:49]=[CH:50][N:51]([CH3:52])[CH3:53].[c:20]1([C:26]([c:27]2[cH:28][cH:29][cH:30][cH:31][cH:32]2)([c:33]2[cH:34][cH:35][cH:36][cH:37][cH:38]2)[Cl:39])[cH:21][cH:22][cH:23][cH:24][cH:25]1>>[Cl:1][c:2]1[c:3]2[n:4][cH:5][n:6]([CH:11]3[CH:12]([OH:13])[CH:14]([OH:15])[CH:16]([CH2:18][O:19][C:26]([c:20]4[cH:21][cH:22][cH:23][cH:24][cH:25]4)([c:27]4[cH:28][cH:29][cH:30][cH:31][cH:32]4)[c:33]4[cH:34][cH:35][cH:36][cH:37][cH:38]4)[O:17]3)[c:7]2[n:8][cH:9][n:10]1. Starting materials: 2D, C(#N)C=1C=C(C=CC1)NC(N(C)CCC1=CC=C(C=C1)B(O)O)=O (4-(2-(3-(3-cyanophenyl)-1-methylureido)ethyl)phenylboronic acid), NC=1C=C2C=CN=C(C2=CC1)N(C(=O)OC(C)(C)C)C(=O)OC(C)(C)C (6-Amino-1-(di-tert-butoxycarbonylamino)isoquinoline), O.C(C=O)(=O)O (glyoxylic acid monohydrate). The product is C(C)(C)(C)OC(=O)N(C1=NC=CC2=CC(=CC=C12)NC(C(=O)O)C1=CC=C(C=C1)CCN(C(=O)NC1=CC(=CC=C1)C#N)C)C(=O)OC(C)(C)C (2-(1-(bis(tert-butoxycarbonyl)amino)isoquinolin-6-ylamino)-2-(4-(2-(3-(3-cyanophenyl)-1-methylureido)ethyl)phenyl)acetic acid). Yield: 44.0%. As a reaction SMILES: [C:1]([C:3]1[CH:4]=[C:5]([NH:9][C:10](=[O:24])[N:11]([CH2:13][CH2:14][C:15]2[CH:20]=[CH:19][C:18](B(O)O)=[CH:17][CH:16]=2)[CH3:12])[CH:6]=[CH:7][CH:8]=1)#[N:2].[NH2:25][C:26]1[CH:27]=[C:28]2[C:33](=[CH:34][CH:35]=1)[C:32]([N:36]([C:44]([O:46][C:47]([CH3:50])([CH3:49])[CH3:48])=[O:45])[C:37]([O:39][C:40]([CH3:43])([CH3:42])[CH3:41])=[O:38])=[N:31][CH:30]=[CH:29]2.O.[C:52]([OH:56])(=[O:55])[CH:53]=O>>[C:47]([O:46][C:44]([N:36]([C:37]([O:39][C:40]([CH3:41])([CH3:42])[CH3:43])=[O:38])[C:32]1[C:33]2[C:28](=[CH:27][C:26]([NH:25][CH:53]([C:18]3[CH:19]=[CH:20][C:15]([CH2:14][CH2:13][N:11]([CH3:12])[C:10]([NH:9][C:5]4[CH:6]=[CH:7][CH:8]=[C:3]([C:1]#[N:2])[CH:4]=4)=[O:24])=[CH:16][CH:17]=3)[C:52]([OH:56])=[O:55])=[CH:35][CH:34]=2)[CH:29]=[CH:30][N:31]=1)=[O:45])([CH3:50])([CH3:49])[CH3:48] |f:2.3|. Procedure details: Using a procedure analogous to that used to prepare 2D, 23D (164 mg, 0.50 mmol) was reacted with Intermediate 1 and glyoxylic acid monohydrate to afford 23E (128 mg, 44%) as a yellow oil. MS (ESI) m/z 695.19 (M+H)+. The reactants are Brc1ccc2c(c1)CCCN2C1CCNC1, [BH3-]C#N, C=O, CC(=O)O, CO, [Na+]. Product: CN1CCC(N2CCCc3cc(Br)ccc32)C1. As a reaction SMILES: [Br:1][c:2]1[cH:3][c:4]2[c:9]([cH:10][cH:11]1)[N:8]([CH:12]1[CH2:13][NH:14][CH2:15][CH2:16]1)[CH2:7][CH2:6][CH2:5]2.[C:23]([BH3-:24])#[N:25].[CH2:17]=[O:18].[CH3:19][C:20](=[O:21])[OH:22].[CH3:27][OH:28].[Na+:26]>>[Br:1][c:2]1[cH:3][c:4]2[c:9]([cH:10][cH:11]1)[N:8]([CH:12]1[CH2:13][N:14]([CH3:19])[CH2:15][CH2:16]1)[CH2:7][CH2:6][CH2:5]2.